This data is from the Open Reaction Database (ORD), a public repository of structured organic reaction records. The task is: describe an organic reaction: reactants, conditions, products, and yield Starting materials: Cl.O (HCl.H2O), CO (MeOH), N1[C@@H](CC1)COC=1C=NC=C(C1)C=1C=NC=NC1 (3-(2-(S)-azetidinylmethoxy)-5-(5-pyrimidinyl)pyridine), Cl (hydrogen chloride), CI NH3. Run in CCOCC (Et2O). The product is Cl.N1[C@@H](CC1)COC=1C=NC=C(C1)C=1C=NC=NC1 (3-(2-(S)-Azetidinylmethoxy)-5-(5-pyrimidinyl)pyridine hydrochloride). RXN SMILES: [NH:1]1[CH2:4][CH2:3][C@H:2]1[CH2:5][O:6][C:7]1[CH:8]=[N:9][CH:10]=[C:11]([C:13]2[CH:14]=[N:15][CH:16]=[N:17][CH:18]=2)[CH:12]=1.[ClH:19].Cl.O.CO>CCOCC>[ClH:19].[NH:1]1[CH2:4][CH2:3][C@H:2]1[CH2:5][O:6][C:7]1[CH:8]=[N:9][CH:10]=[C:11]([C:13]2[CH:18]=[N:17][CH:16]=[N:15][CH:14]=2)[CH:12]=1 |f:2.3,6.7|. Reported procedure: To a solution of 3-(2-(S)-azetidinylmethoxy)-5-(5-pyrimidinyl)pyridine from step b above in Et2O was added hydrogen chloride (1.0 M in Et2O) carefully to afford the tittle compound: mp 185° C. (dec); 1H NMR (D2O) δ 2.64-2.78 (m, 2H), 3.59 (m, 1H), 4.08-4.22 (m, 2H), 4.52 (d, 1H, J=4.0 Hz), 4.97 (m, 1H), 7.84 (m, 1H), 8.36 (m, 1H), 8.93 (d, 1H, J=8.5 Hz), 9.11 (d, 1H, J=2.0 Hz), 9.17 (d, 1H, J=17.5 Hz); MS (CI/NH3) m/z 243 (M+H)+. Anal. Calcd for C13H14N4O.2 HCl.H2O: C, 46.86; H, 5.44; N, 16.81. ... Starting materials: [N+](=O)([O-])C=1C=C(C=NO)C=CC1 (3-Nitrobenzaldehyde oxime), ClCl (chlorine). The solvent is C(Cl)(Cl)Cl (chloroform). Run at time 15 minute. Product: Cl.[N+](=O)([O-])C=1C=C(C#[N+][O-])C=CC1 (3-Nitrobenzonitrile oxide hydrogen chloride). Yield: 100.0%. As a reaction SMILES: [N+:1]([C:4]1[CH:5]=[C:6]([CH:10]=[CH:11][CH:12]=1)[CH:7]=[N:8][OH:9])([O-:3])=[O:2].[Cl:13]Cl>C(Cl)(Cl)Cl>[ClH:13].[N+:1]([C:4]1[CH:5]=[C:6]([CH:10]=[CH:11][CH:12]=1)[C:7]#[N+:8][O-:9])([O-:3])=[O:2] |f:3.4|. Procedure: To a solution of 79 (1.66 g, 10 mmol) in chloroform (50 mL) was introduced chlorine gas at −5° C. over 15 minutes. The color of the reaction mixture changed from colorless to light blue, green, and finally yellow. After an additional 15 minutes, the reaction mixture was concentrated under reduced pressure to give 80 (2.0 g, 100%) as a yellow oil. Reactants: ClC=1C(=C(C=CC1)C(=O)N1CC(NCC1)=O)C (4-[(3-Chloro-2-methylphenyl)carbonyl]-2-piperazinone), F[B-](F)(F)F.C[O+](C)C (trimethyloxonium tetrafluoroborate), CC1=C(N=CS1)C(=O)NN (5-methyl-1,3-thiazole-4-carbohydrazide). Run in ClCCl (Dichloromethane). Reaction conditions: time 16 hour. Product: ClC=1C(=C(C=CC1)C(=O)N1CC=2N(CC1)C(=NN2)C=2N=CSC2C)C (7-[(3-chloro-2-methylphenyl)carbonyl]-3-(5-methyl-1,3-thiazol-4-yl)-5,6,7,8-tetrahydro[1,2,4]triazolo[4,3-a]pyrazine). RXN SMILES: [Cl:1][C:2]1[C:3]([CH3:17])=[C:4]([C:8]([N:10]2[CH2:15][CH2:14][NH:13][C:12](=O)[CH2:11]2)=[O:9])[CH:5]=[CH:6][CH:7]=1.F[B-](F)(F)F.C[O+](C)C.[CH3:27][C:28]1[S:32][CH:31]=[N:30][C:29]=1[C:33]([NH:35][NH2:36])=O>ClCCl>[Cl:1][C:2]1[C:3]([CH3:17])=[C:4]([C:8]([N:10]2[CH2:15][CH2:14][N:13]3[C:33]([C:29]4[N:30]=[CH:31][S:32][C:28]=4[CH3:27])=[N:35][N:36]=[C:12]3[CH2:11]2)=[O:9])[CH:5]=[CH:6][CH:7]=1 |f:1.2|. Reported procedure: 4-[(3-Chloro-2-methylphenyl)carbonyl]-2-piperazinone (I131)(250 mg, 0.989 mmol) was suspended in dry Dichloromethane (DCM) (3 mL) before treating with trimethyloxonium tetrafluoroborate (185 mg, 1.187 mmol) and stirring for 16 hours at RT under argon before adding 5-methyl-1,3-thiazole-4-carbohydrazide (I123) (233 mg, 1.484 mmol) and stirring for a further 3 hours. DCM was removed by evaporation and the residue was dissolved in 1-butanol (3.00 mL) before heating at 110° C. for 4 hours then coole... Reactants: C(C)OC=1C=C(CC=2C(=NC(=NC2)N)N)C=C(C1I)OCOC (5-(3-ethoxy-4-iodo-5-methoxymethoxy-benzyl)-pyrimidine-2,4-diamine), R2—B(OH)2, BrC=1C=CC(=C(C1)NC(C(F)(F)F)=O)C (N-(5-bromo-2-methyl-phenyl)-2,2,2-trifluoro-acetamide), BrC=1C=CC(=C(N)C1)C (5-bromo-2-methyl-aniline). The product is NC=1C=C(C=CC1C)C=1C(=CC(=CC1OCC)CC=1C(=NC(=NC1)N)N)O (3′-amino-4-(2,4-diamino-pyrimidin-5-ylmethyl)-6-ethoxy-4′-methyl-biphenyl-2-ol). Yield: 30.0%. RXN SMILES: [CH2:1]([O:3][C:4]1[CH:5]=[C:6]([CH:16]=[C:17]([O:20]COC)[C:18]=1I)[CH2:7][C:8]1[C:9]([NH2:15])=[N:10][C:11]([NH2:14])=[N:12][CH:13]=1)[CH3:2].Br[C:25]1[CH:26]=[CH:27][C:28]([CH3:38])=[C:29]([NH:31]C(=O)C(F)(F)F)[CH:30]=1.BrC1C=CC(C)=C(C=1)N>>[NH2:31][C:29]1[CH:30]=[C:25]([C:18]2[C:17]([OH:20])=[CH:16][C:6]([CH2:7][C:8]3[C:9]([NH2:15])=[N:10][C:11]([NH2:14])=[N:12][CH:13]=3)=[CH:5][C:4]=2[O:3][CH2:1][CH3:2])[CH:26]=[CH:27][C:28]=1[CH3:38]. Procedure details: Starting from 5-(3-ethoxy-4-iodo-5-methoxymethoxy-benzyl)-pyrimidine-2,4-diamine (2.11 g; 4,9 mmol) and N-(5-bromo-2-methyl-phenyl)-2,2,2-trifluoro-acetamide (prepared from 5-bromo-2-methyl-aniline analogously to example 41) (2.3 g; 8.17 mmol), 0.963 g (30%) 3′-amino-4-(2,4-diamino-pyrimidin-5-ylmethyl)-6-ethoxy-4′-methyl-biphenyl-2-ol is obtained as a beige powder after Suzuki coupling (in situ generation of R2—B(OH)2) and splitting off of the protective group under acid conditions. Starting materials: O=C1SC[C@@H](N1CCCCCCC#N)\C=C\C(CC1=CC=CC=C1)=O (7-{(4S)-2-oxo-4-[(1E)-3-oxo-4-phenylbut-1-enyl]-1,3-thiazolidin-3-yl}heptanenitrile), C1(=CC=CC=C1)C (toluene), [B]1OC2=CC=CC=C2O1 (catechol borane). Solvent: C(Cl)Cl (CH2Cl2), C(Cl)Cl (CH2Cl2). Reaction conditions: temperature -40 celsius, time 1 hour. Yields the product OC(/C=C/[C@@H]1N(C(SC1)=O)CCCCCCC#N)CC1=CC=CC=C1 (7-{(4S)-4-[(1E)-3-hydroxy-4-phenylbut-1-enyl]-2-oxo-1,3-thiazolidin-3-yl}heptanenitrile). Yield: 87.2%. Reaction SMILES: [O:1]=[C:2]1[N:6]([CH2:7][CH2:8][CH2:9][CH2:10][CH2:11][CH2:12][C:13]#[N:14])[C@@H:5](/[CH:15]=[CH:16]/[C:17](=[O:25])[CH2:18][C:19]2[CH:24]=[CH:23][CH:22]=[CH:21][CH:20]=2)[CH2:4][S:3]1.C1(C)C=CC=CC=1.[B]1OC2C(=CC=CC=2)O1>C(Cl)Cl>[OH:25][CH:17]([CH2:18][C:19]1[CH:20]=[CH:21][CH:22]=[CH:23][CH:24]=1)/[CH:16]=[CH:15]/[C@H:5]1[CH2:4][S:3][C:2](=[O:1])[N:6]1[CH2:7][CH2:8][CH2:9][CH2:10][CH2:11][CH2:12][C:13]#[N:14] |^1:32|. Procedure: To a solution of 4-3 (0.15 g, 0.4 mmol) in 8 mL CH2Cl2 was added 1M (R)-CBS in toluene (0.45 mL, 0.45 mmol) and cooled to −40° C. to which a solution of catechol borane (0.13 mL, 1.2 mmol) in CH2Cl2 (1 mL) was added dropwise. The solution was stirred at −40° C. for one hour and allowed to warm up to −20° C. during the following two hours. The reaction mixture was quenched at −20° C. with 1 N HCl and was stirred for 4 hours at room temperature. The phases were separated and the organic phase was ... Starting materials: C(C)(C)(C)OC(=O)NC(=N)C1=CC=C(C(=O)N2CCN(CC2)S(=O)(=O)C2=CC3=CC=C(C=C3C=C2)Cl)C=C1 (1-(4-tert-butoxycarbonylamidino benzoyl)-4-(6-chloronaphthalene-2-sulfonyl)piperazine), Cl (hydrochloric acid), CCOCC (ether). Solvent: C(C)(=O)OCC (ethyl acetate). Conditions: time 5 hour. Yields the product Cl.C(N)(=N)C1=CC=C(C(=O)N2CCN(CC2)S(=O)(=O)C2=CC3=CC=C(C=C3C=C2)Cl)C=C1 (1-(4-Amidinobenzoyl)-4-(6-chloronaphthalene-2-sulfonyl)piperazine hydrochloride). The yield is 153.5%. Reaction SMILES: C(OC([NH:8][C:9]([C:11]1[CH:38]=[CH:37][C:14]([C:15]([N:17]2[CH2:22][CH2:21][N:20]([S:23]([C:26]3[CH:35]=[CH:34][C:33]4[C:28](=[CH:29][CH:30]=[C:31]([Cl:36])[CH:32]=4)[CH:27]=3)(=[O:25])=[O:24])[CH2:19][CH2:18]2)=[O:16])=[CH:13][CH:12]=1)=[NH:10])=O)(C)(C)C.Cl.CCOCC>C(OCC)(=O)C>[ClH:36].[C:9]([C:11]1[CH:12]=[CH:13][C:14]([C:15]([N:17]2[CH2:18][CH2:19][N:20]([S:23]([C:26]3[CH:35]=[CH:34][C:33]4[C:28](=[CH:29][CH:30]=[C:31]([Cl:36])[CH:32]=4)[CH:27]=3)(=[O:24])=[O:25])[CH2:21][CH2:22]2)=[O:16])=[CH:37][CH:38]=1)(=[NH:8])[NH2:10] |f:4.5|. Procedure: To 1-(4-tert-butoxycarbonylamidino benzoyl)-4-(6-chloronaphthalene-2-sulfonyl)piperazine (150 mg) was added 4 N hydrochloric acid in ethyl acetate solution (15 ml) and the solution was allowed to stand at room temperature for 5 hours, to which was added ether. The precipitate was filtered, washed with ether and dried to give a colorless solid of the title compound (102 mg). Starting materials: CC1=CC[C@H](OC1=O)[C@@H](C)[C@H]2CC[C@@]3([C@@]2(CC[C@]45[C@H]3CC[C@@H]6[C@]4(C5)CC[C@@H]([C@@]6(C)C(=O)O)O)C)C (Abrusogenin), [N+](=[N-])=C (diazomethane). Yields the product CC1=CC[C@H](OC1=O)[C@@H](C)[C@H]2CC[C@@]3([C@@]2(CC[C@]45[C@H]3CC[C@@H]6[C@]4(C5)CC[C@@H]([C@@]6(C)C(=O)OC)O)C)C (abrusogenin methyl ester). RXN SMILES: [CH3:1][C:2]1[C:7](=[O:8])[O:6][C@H:5]([C@H:9]([C@@H:11]2[C@@:15]3([CH3:34])[CH2:16][CH2:17][C@@:18]45[CH2:24][C@:23]64[CH2:25][CH2:26][C@H:27]([OH:33])[C@:28]([C:30]([OH:32])=[O:31])([CH3:29])[C@@H:22]6[CH2:21][CH2:20][C@H:19]5[C@:14]3([CH3:35])[CH2:13][CH2:12]2)[CH3:10])[CH2:4][CH:3]=1.[N+](=[CH2:38])=[N-]>>[CH3:1][C:2]1[C:7](=[O:8])[O:6][C@H:5]([C@H:9]([C@@H:11]2[C@@:15]3([CH3:34])[CH2:16][CH2:17][C@@:18]45[CH2:24][C@:23]64[CH2:25][CH2:26][C@H:27]([OH:33])[C@:28]([C:30]([O:32][CH3:38])=[O:31])([CH3:29])[C@@H:22]6[CH2:21][CH2:20][C@H:19]5[C@:14]3([CH3:35])[CH2:13][CH2:12]2)[CH3:10])[CH2:4][CH:3]=1. Reported procedure: Abrusogenin [10 mg] was methylated in ethereal diazomethane at room temperature overnight. On work-up, abrusogenin methyl ester [8 mg] was obtained as colorless prisms, after recrystallization in EtOAc, and was shown to be pure by tic in solvents 3 (Rf 0.71), 5 (Rf 0.56), and 6 (Rf 0.60). This derivative exhibited the following data: mp 246°-248°; [α]D +31.2° (c 0.08, CHCl3 -MeOH, 1:1); uv, (EtOH) end absorption; ir, νmax (KBr) 3529 (OH), 1710 (C=O), 1258, 1135, 1060, 1018 cm-1, 1H nmr, (360 MHz...